From a dataset of the Open Reaction Database (ORD), a public repository of structured organic reaction records. describe an organic reaction: reactants, conditions, products, and yield Starting materials: O (water), NC=1OC2=C(N1)C=CC(=C2)CCC=2N=C1N(C=CC(=C1)CCl)C2C (2-amino-6-[2-(7-chloromethyl-3-methylimidazo[1,2-a]pyridin-2-yl)ethyl]benzoxazole), [N-]=[N+]=[N-].[Na+] (sodium azide), [N-]=[N+]=[N-].[K+] (potassium azide). The solvent is CN(C=O)C (N,N-dimethylformamide). Conditions: time 17 hour. Product: NC=1OC2=C(N1)C=CC(=C2)CCC=2N=C1N(C=CC(=C1)CN=[N+]=[N-])C2C (2-amino-6-[2-(7-azidomethyl-3-methylimidazo[1,2-a]pyridin-2-yl)ethyl]benzoxazole). The yield is 91.3%. Reaction SMILES: [NH2:1][C:2]1[O:3][C:4]2[CH:10]=[C:9]([CH2:11][CH2:12][C:13]3[N:14]=[C:15]4[CH:20]=[C:19]([CH2:21]Cl)[CH:18]=[CH:17][N:16]4[C:23]=3[CH3:24])[CH:8]=[CH:7][C:5]=2[N:6]=1.[N-:25]=[N+:26]=[N-:27].[Na+].[N-]=[N+]=[N-].[K+].O>CN(C)C=O>[NH2:1][C:2]1[O:3][C:4]2[CH:10]=[C:9]([CH2:11][CH2:12][C:13]3[N:14]=[C:15]4[CH:20]=[C:19]([CH2:21][N:25]=[N+:26]=[N-:27])[CH:18]=[CH:17][N:16]4[C:23]=3[CH3:24])[CH:8]=[CH:7][C:5]=2[N:6]=1 |f:1.2,3.4|. Reported procedure: A mixture of 2-amino-6-[2-(7-chloromethyl-3-methylimidazo[1,2-a]pyridin-2-yl)ethyl]benzoxazole (1.3 g), sodium azide (0.5 g) and potassium azide (1.3 g) in N,N-dimethylformamide (26 ml) was stirred for 17 hours at ambient temperature and the mixture was poured into water. The mixture was extracted with a mixture of ethyl acetate and tetrahydrofuran. The extract was washed with brine and dried over magnesium sulfate. The solvent was evaporated and the residue was triturated with diethyl ether to ...